This data is from the Open Reaction Database (ORD), a public repository of structured organic reaction records. The task is: describe an organic reaction: reactants, conditions, products, and yield Starting materials: CO (methanol), Cl (HCl), NS(=O)(=O)C1=CC(=C(C=C1)N[C@H](CC(=O)O)CSC1=CC=CC=C1)[N+](=O)[O-] ((3R)-3-((4-(aminosulfonyl)-2-nitrophenyl)amino)-4-(phenylthio)butanoic acid), B (borane). The solvent is C1CCOC1 (THF), C(C)(=O)OCC (ethyl acetate). Yields the product OCC[C@H](CSC1=CC=CC=C1)NC1=C(C=C(C=C1)S(=O)(=O)N)[N+](=O)[O-] (4-(((1R)-3-hydroxy-1-((phenylthio)methyl)propyl)amino)-3-nitrobenzenesulfonamide). RXN SMILES: [NH2:1][S:2]([C:5]1[CH:10]=[CH:9][C:8]([NH:11][C@@H:12]([CH2:17][S:18][C:19]2[CH:24]=[CH:23][CH:22]=[CH:21][CH:20]=2)[CH2:13][C:14](O)=[O:15])=[C:7]([N+:25]([O-:27])=[O:26])[CH:6]=1)(=[O:4])=[O:3].B.CO.Cl>C1COCC1.C(OCC)(=O)C>[OH:15][CH2:14][CH2:13][C@@H:12]([NH:11][C:8]1[CH:9]=[CH:10][C:5]([S:2]([NH2:1])(=[O:4])=[O:3])=[CH:6][C:7]=1[N+:25]([O-:27])=[O:26])[CH2:17][S:18][C:19]1[CH:20]=[CH:21][CH:22]=[CH:23][CH:24]=1. Procedure details: A mixture of Example 122E (206 mg, 0.50 mmol) and 1M borane in THF (20 mL) was stirred for 16 hours, treated sequentially with methanol (5.0 mL) and 1N HCl (2.0 mL), diluted with ethyl acetate (50 mL), washed with water (2 mL) and brine (10 mL), dried (MgSO4), filtered, and concentrated. The concentrate was purified by flash column chromatography on silica gel with 20-50% ethyl acetate/dichloromethane to provide the desired product. MS (ESI(+)) m/e 398 (M+H)+.